Task: describe an organic reaction: reactants, conditions, products, and yield. Dataset: the Open Reaction Database (ORD), a public repository of structured organic reaction records Reactants: OC1=NC=NC2=CC(=C(C=C12)OC)OCCCN1CCOCC1 (4-hydroxy-6-methoxy-7-(3-morpholinopropoxy)quinazoline), CN(C)C=O (DMF), S(=O)(Cl)Cl (thionyl chloride), C1(=CC=CC=C1)C (toluene). Yields the product ClC1=NC=NC2=CC(=C(C=C12)OC)OCCCN1CCOCC1 (4-chloro-6-methoxy-7-(3-morpholinopropoxy)quinazoline). Isolated yield 66.0%. Reaction SMILES: O[C:2]1[C:11]2[C:6](=[CH:7][C:8]([O:14][CH2:15][CH2:16][CH2:17][N:18]3[CH2:23][CH2:22][O:21][CH2:20][CH2:19]3)=[C:9]([O:12][CH3:13])[CH:10]=2)[N:5]=[CH:4][N:3]=1.CN(C=O)C.C1(C)C=CC=CC=1.S(Cl)([Cl:38])=O>>[Cl:38][C:2]1[C:11]2[C:6](=[CH:7][C:8]([O:14][CH2:15][CH2:16][CH2:17][N:18]3[CH2:23][CH2:22][O:21][CH2:20][CH2:19]3)=[C:9]([O:12][CH3:13])[CH:10]=2)[N:5]=[CH:4][N:3]=1. Procedure: A solution of 4-hydroxy-6-methoxy-7-(3-morpholinopropoxy)quinazoline (2.87 g, 9 mmol) and DMF (1 ml) in thionyl chloride (35 ml) was refluxed for 45 minutes. After addition of toluene, the volatiles were removed by evaporation. The residue was partitioned between ethyl acetate and water and the aqueous layer was adjusted to pH8 with 2M aqueous sodium hydroxide. The organic layer was washed with water and brine, dried (MgSO4) and the volatiles were removed by evaporation. The solid residue was pu... The reactants are CC(C(=O)OC)(C(C(C)C)=O)C (methyl 2,2,4-trimethyl-3-ketovalerate), C[O-].[Na+] (sodium methoxide). The solvent is CO (methanol). Product: OCC(C(C(C(=O)OC)(C)C)=O)(C)C (Methyl 5-Hydroxy-2,2,4,4-tetramethyl-3-ketovalerate). As a reaction SMILES: [CH3:1][C:2]([CH3:12])([C:7](=[O:11])[CH:8]([CH3:10])[CH3:9])[C:3]([O:5][CH3:6])=[O:4].[CH3:13][O-:14].[Na+]>CO>[OH:14][CH2:13][C:8]([CH3:10])([CH3:9])[C:7](=[O:11])[C:2]([CH3:1])([CH3:12])[C:3]([O:5][CH3:6])=[O:4] |f:1.2|. Procedure: A mixture of 172 g. (1.0 mole) methyl 2,2,4-trimethyl-3-ketovalerate, 5.4 g. (0.10 mole) sodium methoxide and 33 g. (0.36 mole) paraformalde in 250 ml. methanol is heated at reflux for eight hours. The mixture is quenched by addition of water, neutralized with hydrochloric acid, extracted with ethyl ether, washed with water, brine and solvent evaporated. The residue is purified by vacuum distillation or chromatography on silica gel to provide the purified product. Reactants: C1CCOC1, COC(=O)c1cccc(OS(C)(=O)=O)c1, CCO, [Na+], [OH-]. The product is CS(=O)(=O)Oc1cccc(C(=O)O)c1. RXN SMILES: [CH2:18]1[O:19][CH2:20][CH2:21][CH2:22]1.[CH3:1][O:2][C:3]([c:4]1[cH:5][c:6]([O:10][S:11](=[O:12])(=[O:13])[CH3:14])[cH:7][cH:8][cH:9]1)=[O:15].[CH3:23][CH2:24][OH:25].[Na+:17].[OH-:16]>>[O:2]=[C:3]([c:4]1[cH:5][c:6]([O:10][S:11](=[O:12])(=[O:13])[CH3:14])[cH:7][cH:8][cH:9]1)[OH:15]. Reactants: OCCOC1=C(C=C(C=C1C)C=1NC(C2=C(N1)N=C(C=C2OC)OC)=O)C (2-[4-(2-hydroxy-ethoxy)-3,5-dimethyl-phenyl]-5,7-dimethoxy-3H-pyrido[2,3-d]pyrimidin-4-one), C(Br)(Br)(Br)Br (carbon tetrabromide), C1(=CC=CC=C1)P(C1=CC=CC=C1)C1=CC=CC=C1 (triphenylphosphine). Solvent: CN(C)C=O (DMF). Reaction conditions: temperature 25 celsius, time 16 hour. Product: BrCCOC1=C(C=C(C=C1C)C=1NC(C2=C(N1)N=C(C=C2OC)OC)=O)C (2-[4-(2-bromo-ethoxy)-3,5-dimethyl-phenyl]-5,7-dimethoxy-3H-pyrido[2,3-d]pyrimidin-4-one). As a reaction SMILES: O[CH2:2][CH2:3][O:4][C:5]1[C:10]([CH3:11])=[CH:9][C:8]([C:12]2[NH:13][C:14](=[O:26])[C:15]3[C:21]([O:22][CH3:23])=[CH:20][C:19]([O:24][CH3:25])=[N:18][C:16]=3[N:17]=2)=[CH:7][C:6]=1[CH3:27].C(Br)(Br)(Br)[Br:29].C1(P(C2C=CC=CC=2)C2C=CC=CC=2)C=CC=CC=1>CN(C=O)C>[Br:29][CH2:2][CH2:3][O:4][C:5]1[C:10]([CH3:11])=[CH:9][C:8]([C:12]2[NH:13][C:14](=[O:26])[C:15]3[C:21]([O:22][CH3:23])=[CH:20][C:19]([O:24][CH3:25])=[N:18][C:16]=3[N:17]=2)=[CH:7][C:6]=1[CH3:27]. Reported procedure: To a solution of 2-[4-(2-hydroxy-ethoxy)-3,5-dimethyl-phenyl]-5,7-dimethoxy-3H-pyrido[2,3-d]pyrimidin-4-one (0.50 g, 1.34 mmol) in anhydrous DMF (6 mL) was added carbon tetrabromide (0.53 g, 1.61 mmol) and triphenylphosphine (0.42 g, 1.61 mmol). The reaction mixture was stirred at 25° C. for 16 hours. DMF was removed under vacuum and dichloromethane (200 mL) was added. The organic phase was washed with water (100 mL), then brine (100 mL), and dried over anhydrous sodium sulfate. Solvent was remo... Reactants: NC1=NC=CC(=N1)C1=CN=C2N1C=CC=C2 (2-amino-4-(imidazo-[1,2-a]pyridin-3-yl)pyrimidine), BrC1=CC=C(C(=O)C2=CC=CC=C2)C=C1 (4-bromobenzophenone), C([O-])([O-])=O.[Cs+].[Cs+] (cesium carbonate). The reagents and catalysts are C=1C=CC(=CC1)/C=C/C(=O)/C=C/C2=CC=CC=C2.C=1C=CC(=CC1)/C=C/C(=O)/C=C/C2=CC=CC=C2.C=1C=CC(=CC1)/C=C/C(=O)/C=C/C2=CC=CC=C2.[Pd].[Pd] (tris(dibenzylideneacetone)dipalladium), [Pd] (palladium). Product: C(C1=CC=CC=C1)(=O)C1=CC=C(NC2=NC=CC(=N2)C2=CN=C3N2C=CC=C3)C=C1 (2-(4-Benzoylanilino)-4-(imidazo-[1,2-a]-pyridin-3-yl)pyrimidine). The yield is 58.0%. As a reaction SMILES: [NH2:1][C:2]1[N:7]=[C:6]([C:8]2[N:12]3[CH:13]=[CH:14][CH:15]=[CH:16][C:11]3=[N:10][CH:9]=2)[CH:5]=[CH:4][N:3]=1.Br[C:18]1[CH:31]=[CH:30][C:21]([C:22]([C:24]2[CH:29]=[CH:28][CH:27]=[CH:26][CH:25]=2)=[O:23])=[CH:20][CH:19]=1.C(=O)([O-])[O-].[Cs+].[Cs+]>C1C=CC(/C=C/C(/C=C/C2C=CC=CC=2)=O)=CC=1.C1C=CC(/C=C/C(/C=C/C2C=CC=CC=2)=O)=CC=1.C1C=CC(/C=C/C(/C=C/C2C=CC=CC=2)=O)=CC=1.[Pd].[Pd].[Pd]>[C:22]([C:24]1[CH:29]=[CH:28][C:27]([NH:1][C:2]2[N:7]=[C:6]([C:8]3[N:12]4[CH:13]=[CH:14][CH:15]=[CH:16][C:11]4=[N:10][CH:9]=3)[CH:5]=[CH:4][N:3]=2)=[CH:26][CH:25]=1)(=[O:23])[C:21]1[CH:30]=[CH:31][CH:18]=[CH:19][CH:20]=1 |f:2.3.4,5.6.7.8.9|. Reported procedure: The title compound was prepared from 2-amino-4-(imidazo-[1,2-a]pyridin-3-yl)pyrimidine and 4-bromobenzophenone following the general method of Example 1 using cesium carbonate as the base and tris(dibenzylideneacetone)dipalladium (0) as the palladium source. The crude product was purified by column chromatography on silica gel using chloroform/ethanol, 95:5, as the eluent affording 0.14 g (58% yield) of the title compound as a yellow solid: mp (decomp.) 249-255° C.; MS (TSP) m/z 392 (M+1 ), 1H N... Starting materials: C(C1=CC=CC=C1)OC1=C(C=C(C=C1)C(C)=O)O (4′-benzyloxy-3′-hydroxyacetophenone), C(C)(C)N(C(C)C)CC (N,N-diisopropylethylamine), [Cl-].[NH4+] (ammonium chloride), ClCOC (Chloromethylmethyl ether). Run in ClCCl (dichloromethane). Reaction conditions: time 10 minute. The product is C(C1=CC=CC=C1)OC1=C(C=C(C=C1)C(C)=O)OCOC (4′-benzyloxy-3′-methoxymethoxyacetophenone). RXN SMILES: [CH2:1]([O:8][C:9]1[CH:14]=[CH:13][C:12]([C:15](=[O:17])[CH3:16])=[CH:11][C:10]=1[OH:18])[C:2]1[CH:7]=[CH:6][CH:5]=[CH:4][CH:3]=1.C(N(CC)C(C)C)(C)C.Cl[CH2:29][O:30][CH3:31].[Cl-].[NH4+]>ClCCl>[CH2:1]([O:8][C:9]1[CH:14]=[CH:13][C:12]([C:15](=[O:17])[CH3:16])=[CH:11][C:10]=1[O:18][CH2:29][O:30][CH3:31])[C:2]1[CH:3]=[CH:4][CH:5]=[CH:6][CH:7]=1 |f:3.4|. Procedure details: To a solution of 3′,4′-dihydroxyacetophenone (2.00 g) in N,N-dimethylformamide (40 ml) were added lithium carbonate (2.44 g) and benzyl bromide (4.0 ml), and the mixture was stirred for 14.5 hours at 50° C. To the reaction mixture was added 1N hydrochloric acid, and the resulting mixture was extracted with a mixed solution of diethyl ether and ethyl acetate (3/1). The extract was washed with water and brine, and dried over anhydrous magnesium sulfate. After the solvent was removed under reduced ... Starting materials: amino acid, amino acid, [Ag] (silver), N[C@@H](CC(C)C)C(=O)O (leucine), N[C@@H](CC(C)C)C(=O)O (leucine). Product: [Ag].N[C@@H](CC(C)C)C(=O)O (Silver Leucine). RXN SMILES: [NH2:1][C@H:2]([C:7]([OH:9])=[O:8])[CH2:3][CH:4]([CH3:6])[CH3:5].[Ag:10]>>[Ag:10].[NH2:1][C@H:2]([C:7]([OH:9])=[O:8])[CH2:3][CH:4]([CH3:6])[CH3:5] |f:2.3|. Procedure: The same procedure in Example 1 above was duplicated, but the amino acid used was leucine instead of glutamic acid. The amount of leucine used in this case was 30.84 mg which again represents an equimolar amount of the amino acid with respect to the silver ions. The reactants are N1(CCC1)S(=O)(=O)NC(C1=C(C=C(C(=C1)Cl)OCC1(CCCC1)C(F)(F)F)F)=O (N-(azetidin-1-ylsulfonyl)-5-chloro-2-fluoro-4-((1-(trifluoromethyl)-cyclopentyl)methoxy)benzamide), N1(CCC1)S(=O)(=O)NC(C1=C(C=C(C(=C1)Cl)OCC1CC12CCCCC2)F)=O (N-(azetidin-1-ylsulfonyl)-5-chloro-2-fluoro-4-(spiro[2.5]octan 1-ylmethoxy)benzamide). The product is N1(CCC1)S(=O)(=O)NC(C1=C(C=C(C(=C1)C1CC1)OCC1CC12CCCCC2)F)=O (N-(azetidin-1-ylsulfonyl)-5-cyclopropyl-2-fluoro-4-(spiro[2.5]octan-1-ylmethoxy)benzamide). As a reaction SMILES: N1(S(N[C:9](=O)[C:10]2[CH:15]=C(Cl)C(OCC3(C(F)(F)F)CCCC3)=CC=2F)(=O)=O)CCC1.[N:30]1([S:34]([NH:37][C:38](=[O:57])[C:39]2[CH:44]=[C:43](Cl)[C:42]([O:46][CH2:47][CH:48]3[C:50]4([CH2:55][CH2:54][CH2:53][CH2:52][CH2:51]4)[CH2:49]3)=[CH:41][C:40]=2[F:56])(=[O:36])=[O:35])[CH2:33][CH2:32][CH2:31]1>>[N:30]1([S:34]([NH:37][C:38](=[O:57])[C:39]2[CH:44]=[C:43]([CH:15]3[CH2:10][CH2:9]3)[C:42]([O:46][CH2:47][CH:48]3[C:50]4([CH2:55][CH2:54][CH2:53][CH2:52][CH2:51]4)[CH2:49]3)=[CH:41][C:40]=2[F:56])(=[O:36])=[O:35])[CH2:33][CH2:32][CH2:31]1. Procedure details: Following the procedure as described in Example 165 and making variations as required to replace N-(azetidin-1-ylsulfonyl)-5-chloro-2-fluoro-4-((1-(trifluoromethyl)-cyclopentyl)methoxy)benzamide with N-(azetidin-1-ylsulfonyl)-5-chloro-2-fluoro-4-(spiro[2.5]octan 1-ylmethoxy)benzamide, the title compound was obtained (0.03 g, 7%) as a colorless solid: 1H NMR (300 MHz, CDCl3) δ 8.67 (br s, 1H), 7.58 (d, J=9.1 Hz, 1H), 6.58 (d, J=14.4 Hz, 1H), 4.24 (t, J=7.7 Hz, 5H), 3.86 (t, J=9.6 Hz, 1H), 2.26 (q... Reactants: C(C)(C)[Si](N1C=C(C=2C1=NC=CC2)C=O)(C(C)C)C(C)C (1-triisopropylsilanyl-1H-pyrrolo[2,3-b]pyridine-3-carbaldehyde), O (water), FC1=C(C=CC(=C1)F)NS(=O)(=O)C1=CC(=CC=C1)OC (N-(2,4-difluoro-phenyl)-3-methoxy-benzenesulfonamide), C(C)(C)[N-]C(C)C.[Li+] (lithium diisopropylamide). Run in O1CCCC1 (tetrahydrofuran), O1CCCC1 (tetrahydrofuran). Reaction conditions: temperature -78 celsius, time 30 minute. Yields the product FC1=C(C=CC(=C1C(C1=CN(C2=NC=CC=C21)[Si](C(C)C)(C(C)C)C(C)C)O)F)NS(=O)(=O)C2=CC(=CC=C2)OC (N-{2,4-difluoro-3-[hydroxy-(1-triisopropylsilanyl-1H-pyrrolo[2,3-b]pyridin-3-yl)-methyl]-phenyl}-3-methoxy-benzenesulfonamide). As a reaction SMILES: [F:1][C:2]1[CH:7]=[C:6]([F:8])[CH:5]=[CH:4][C:3]=1[NH:9][S:10]([C:13]1[CH:18]=[CH:17][CH:16]=[C:15]([O:19][CH3:20])[CH:14]=1)(=[O:12])=[O:11].C([N-]C(C)C)(C)C.[Li+].[CH:29]([Si:32]([CH:47]([CH3:49])[CH3:48])([CH:44]([CH3:46])[CH3:45])[N:33]1[C:37]2=[N:38][CH:39]=[CH:40][CH:41]=[C:36]2[C:35]([CH:42]=[O:43])=[CH:34]1)([CH3:31])[CH3:30].O>O1CCCC1>[F:1][C:2]1[C:7]([CH:42]([OH:43])[C:35]2[C:36]3[C:37](=[N:38][CH:39]=[CH:40][CH:41]=3)[N:33]([Si:32]([CH:44]([CH3:46])[CH3:45])([CH:47]([CH3:49])[CH3:48])[CH:29]([CH3:30])[CH3:31])[CH:34]=2)=[C:6]([F:8])[CH:5]=[CH:4][C:3]=1[NH:9][S:10]([C:13]1[CH:18]=[CH:17][CH:16]=[C:15]([O:19][CH3:20])[CH:14]=1)(=[O:11])=[O:12] |f:1.2|. Reported procedure: To N-(2,4-difluoro-phenyl)-3-methoxy-benzenesulfonamide (91, 0.148 g, 0.494 mmol) in tetrahydrofuran (10.0 mL) cooled in a −78° C. acetone/dry ice bath, under an atmosphere of nitrogen, was added lithium diisopropylamide (0.85 M in tetrahydrofuran, 1.45 mL, 1.23 mmol) dropwise. After 30 minutes, 1-triisopropylsilanyl-1H-pyrrolo[2,3-b]pyridine-3-carbaldehyde (96, 0.15 g, 0.500 mmol, prepared as described in Example 12) was added in tetrahydrofuran (2.0 mL) into the reaction dropwise. Then the rea... Starting materials: CC(=O)OC1CSC(Oc2ccc(I)nc2F)C(OC(C)=O)C1OC(C)=O, Cc1noc(C)c1B(O)O. Product: CC(=O)OC1CSC(Oc2ccc(-c3c(C)noc3C)nc2F)C(OC(C)=O)C1OC(C)=O. RXN SMILES: [C:1]([CH3:2])(=[O:3])[O:4][CH:5]1[CH:6]([O:7][c:8]2[c:9]([F:15])[n:10][c:11]([I:14])[cH:12][cH:13]2)[S:16][CH2:17][CH:18]([O:24][C:25]([CH3:26])=[O:27])[CH:19]1[O:20][C:21]([CH3:22])=[O:23].[CH3:28][c:29]1[n:30][o:31][c:32]([CH3:37])[c:33]1[B:34]([OH:35])[OH:36]>>[C:1]([CH3:2])(=[O:3])[O:4][CH:5]1[CH:6]([O:7][c:8]2[c:9]([F:15])[n:10][c:11](-[c:33]3[c:29]([CH3:28])[n:30][o:31][c:32]3[CH3:37])[cH:12][cH:13]2)[S:16][CH2:17][CH:18]([O:24][C:25]([CH3:26])=[O:27])[CH:19]1[O:20][C:21]([CH3:22])=[O:23].